From a dataset of the Open Reaction Database (ORD), a public repository of structured organic reaction records. describe an organic reaction: reactants, conditions, products, and yield Starting materials: C1CCNCC1, CO, O=C1Cc2cc(F)ccc2N1, O=Cc1ccc2c(I)n[nH]c2c1. Product: O=C1Nc2ccc(F)cc2C1=Cc1ccc2c(I)n[nH]c2c1. Reaction SMILES: [CH2:24]1[CH2:25][CH2:26][NH:27][CH2:28][CH2:29]1.[CH3:30][OH:31].[F:1][c:2]1[cH:3][c:4]2[c:8]([cH:9][cH:10]1)[NH:7][C:6](=[O:11])[CH2:5]2.[I:12][c:13]1[n:14][nH:15][c:16]2[cH:17][c:18]([CH:22]=[O:23])[cH:19][cH:20][c:21]12>>[F:1][c:2]1[cH:3][c:4]2[c:8]([cH:9][cH:10]1)[NH:7][C:6](=[O:11])[C:5]2=[CH:22][c:18]1[cH:17][c:16]2[nH:15][n:14][c:13]([I:12])[c:21]2[cH:20][cH:19]1. Reactants: C([O-])([O-])=O.[K+].[K+] (Potassium carbonate), C(C1=CC=CC=C1)Cl (benzyl chloride), C(C)OCCOC1=C(C=C(C=O)C=C1)O (4-(2-ethoxyethoxy)-3-hydroxybenzaldehyde), Example 24-1. The solvent is Cl (hydrochloric acid), C(C)(=O)OCC (ethyl acetate), O (water), C(C)O (ethanol). Reaction conditions: temperature 90 celsius, time 2 hour. Yields the product C(C1=CC=CC=C1)OC=1C=C(C=O)C=CC1OCCOCC (3-(Benzyloxy)-4-(2-ethoxyethoxy)benzaldehyde). The yield is 72.0%. As a reaction SMILES: C(=O)([O-])[O-].[K+].[K+].[CH2:7](Cl)[C:8]1[CH:13]=[CH:12][CH:11]=[CH:10][CH:9]=1.[CH2:15]([O:17][CH2:18][CH2:19][O:20][C:21]1[CH:28]=[CH:27][C:24]([CH:25]=[O:26])=[CH:23][C:22]=1[OH:29])[CH3:16]>C(O)C.Cl.C(OCC)(=O)C.O>[CH2:7]([O:29][C:22]1[CH:23]=[C:24]([CH:27]=[CH:28][C:21]=1[O:20][CH2:19][CH2:18][O:17][CH2:15][CH3:16])[CH:25]=[O:26])[C:8]1[CH:13]=[CH:12][CH:11]=[CH:10][CH:9]=1 |f:0.1.2|. Procedure details: Potassium carbonate (11.3 g, 81.5 mmol) and benzyl chloride (9.5 mL, 82.6 mmol) were added to a solution of 4-(2-ethoxyethoxy)-3-hydroxybenzaldehyde described in Production Example 24-1 (13.2 g, 62.7 mmol) in ethanol (130 mL) under nitrogen atmosphere at room temperature. The liquid mixture was stirred under a thermal condition of 90° C. for 2 hours. The reaction liquid was cooled to 0° C. and then diluted with 2 M hydrochloric acid, ethyl acetate, and water. The organic layer was washed with a ... Reactants: CC(=O)c1ccc(B(O)O)cc1, CC1(C)CC(=O)c2ccc(OS(=O)(=O)C(F)(F)F)cc21. Yields the product CC(=O)c1ccc(-c2ccc3c(c2)C(C)(C)CC3=O)cc1. As a reaction SMILES: [C:21]([CH3:22])(=[O:23])[c:24]1[cH:25][cH:26][c:27]([B:30]([OH:31])[OH:32])[cH:28][cH:29]1.[CH3:1][C:2]1([CH3:20])[CH2:3][C:4](=[O:19])[c:5]2[cH:6][cH:7][c:8]([O:11][S:12]([C:13]([F:14])([F:15])[F:16])(=[O:17])=[O:18])[cH:9][c:10]21>>[CH3:1][C:2]1([CH3:20])[CH2:3][C:4](=[O:19])[c:5]2[cH:6][cH:7][c:8](-[c:27]3[cH:26][cH:25][c:24]([C:21]([CH3:22])=[O:23])[cH:29][cH:28]3)[cH:9][c:10]21. Reactants: C([O-])([O-])=O.[Na+].[Na+] (sodium carbonate), P(C1=CC=CC=C1)(C1=CC=CC=C1)C1=CC=CC=C1 (P(Ph)3), BrC=1C=C2CCCN3C2=C(C1)[C@@H]1[C@H]3CCN(C1)C(=O)OC(C)(C)C (Tert-butyl (±)-cis-2-bromo-5,6,8,9,11,11a-hexahydro-4H-pyrido[3′,4′:4,5]pyrrolo[3,2,1-ij]quinoline-10(7aH)-carboxylate), ClC1=C(C=CC=C1Cl)B(O)O (2,3-Dichlorophenylboronic acid). The reagents and catalysts are C=1C=CC(=CC1)/C=C/C(=O)/C=C/C2=CC=CC=C2.C=1C=CC(=CC1)/C=C/C(=O)/C=C/C2=CC=CC=C2.C=1C=CC(=CC1)/C=C/C(=O)/C=C/C2=CC=CC=C2.[Pd].[Pd] (Pd2(dba)3). Run in COCCOC (DME). The product is ClC1=C(C=CC=C1Cl)C=1C=C2CCCN3C2=C(C1)[C@@H]1[C@H]3CCN(C1)C(=O)OC(C)(C)C (tert-butyl (±)-cis-2-(2,3-dichlorophenyl)-5,6,8,9,11,11a-hexahydro-4H-pyrido[3′,4′:4,5]pyrrolo[3,2,1-ij]quinoline-10(7aH)-carboxylate). Isolated yield 125.9%. RXN SMILES: Br[C:2]1[CH:3]=[C:4]2[C:9]3=[C:10]([C@H:12]4[CH2:17][N:16]([C:18]([O:20][C:21]([CH3:24])([CH3:23])[CH3:22])=[O:19])[CH2:15][CH2:14][C@H:13]4[N:8]3[CH2:7][CH2:6][CH2:5]2)[CH:11]=1.C(=O)([O-])[O-].[Na+].[Na+].[Cl:31][C:32]1[C:37]([Cl:38])=[CH:36][CH:35]=[CH:34][C:33]=1B(O)O.P(C1C=CC=CC=1)(C1C=CC=CC=1)C1C=CC=CC=1>COCCOC.C1C=CC(/C=C/C(/C=C/C2C=CC=CC=2)=O)=CC=1.C1C=CC(/C=C/C(/C=C/C2C=CC=CC=2)=O)=CC=1.C1C=CC(/C=C/C(/C=C/C2C=CC=CC=2)=O)=CC=1.[Pd].[Pd]>[Cl:31][C:32]1[C:37]([Cl:38])=[CH:36][CH:35]=[CH:34][C:33]=1[C:2]1[CH:3]=[C:4]2[C:9]3=[C:10]([C@H:12]4[CH2:17][N:16]([C:18]([O:20][C:21]([CH3:23])([CH3:24])[CH3:22])=[O:19])[CH2:15][CH2:14][C@H:13]4[N:8]3[CH2:7][CH2:6][CH2:5]2)[CH:11]=1 |f:1.2.3,7.8.9.10.11|. Procedure: Tert-butyl (±)-cis-2-bromo-5,6,8,9,11,11a-hexahydro-4H-pyrido[3′,4′:4,5]pyrrolo[3,2,1-ij]quinoline-10(7aH)-carboxylate (110 mg, 0.28 mmol) was dissolved in DME (4 mL). 2M aqueous sodium carbonate (0.75 ml) was added. 2,3-Dichlorophenylboronic acid (107 mg, 0.56 mmol) was added, followed by Pd2(dba)3 (14.5 mg, .014 mmol). P(Ph)3 (14.7 mg, 0.056 mmol) was added. The reaction flask was degassed and kept under a nitrogen atmosphere. The suspension was refluxed for 18 h cooled to rt. The reaction was... Reactants: C(C=C)C1=C(C(=CC(=C1)Br)OC)O (2-allyl-4-bromo-6-methoxy-phenol), Cl (hydrochloric acid), N1C=NC=C1 (imidazole), Cl[Si](C(C)C)(C(C)C)C(C)C (chlorotriisopropylsilane). Run in CN(C)C=O (DMF), C(C)(=O)OCC (ethyl acetate). Conditions: temperature 50 celsius, time 4 hour. The product is C(C=C)C1=C(O[Si](C(C)C)(C(C)C)C(C)C)C(=CC(=C1)Br)OC ((2-allyl-4-bromo-6-methoxyphenoxy)triisopropylsilane). As a reaction SMILES: [CH2:1]([C:4]1[CH:9]=[C:8]([Br:10])[CH:7]=[C:6]([O:11][CH3:12])[C:5]=1[OH:13])[CH:2]=[CH2:3].N1C=CN=C1.Cl[Si:20]([CH:27]([CH3:29])[CH3:28])([CH:24]([CH3:26])[CH3:25])[CH:21]([CH3:23])[CH3:22].Cl>CN(C=O)C.C(OCC)(=O)C>[CH2:1]([C:4]1[CH:9]=[C:8]([Br:10])[CH:7]=[C:6]([O:11][CH3:12])[C:5]=1[O:13][Si:20]([CH:27]([CH3:29])[CH3:28])([CH:24]([CH3:26])[CH3:25])[CH:21]([CH3:23])[CH3:22])[CH:2]=[CH2:3]. Reported procedure: After dissolving 3 g of 2-allyl-4-bromo-6-methoxy-phenol [CAS No. 352019-92-2] in 10 ml of DMF, 1.3 g of imidazole and 2 g of chlorotriisopropylsilane were added and the mixture was stirred at 50° C. for 4 hours. Next, 1N hydrochloric acid was added to the reaction mixture and extraction was performed with ethyl acetate. The organic layer was dried over anhydrous magnesium sulfate. The desiccating agent was filtered off, and the filtrate was concentrated under reduced pressure to give (2-allyl-4... Starting materials: Cn1cnc(S(=O)(=O)Cl)c1, COc1ccc(C(=O)Nc2ccccc2)cc1N, c1ccncc1. The product is COc1ccc(C(=O)Nc2ccccc2)cc1NS(=O)(=O)c1cn(C)cn1. Reaction SMILES: [CH3:19][n:20]1[cH:21][n:22][c:23]([S:25](=[O:26])(=[O:27])[Cl:28])[cH:24]1.[NH2:1][c:2]1[cH:3][c:4]([C:5](=[O:6])[NH:7][c:8]2[cH:9][cH:10][cH:11][cH:12][cH:13]2)[cH:14][cH:15][c:16]1[O:17][CH3:18].[cH:29]1[cH:30][cH:31][n:32][cH:33][cH:34]1>>[NH:1]([c:2]1[cH:3][c:4]([C:5](=[O:6])[NH:7][c:8]2[cH:9][cH:10][cH:11][cH:12][cH:13]2)[cH:14][cH:15][c:16]1[O:17][CH3:18])[S:25]([c:23]1[n:22][cH:21][n:20]([CH3:19])[cH:24]1)(=[O:26])=[O:27]. The reactants are NC1=CC(=NC(=C1C#N)Br)NC(C)=O (N-(4-Amino-6-bromo-5-cyano-pyridin-2-yl)-acetamide), C(=O)([O-])[O-].[Na+].[Na+] (Na2CO3), C1(=CC=CC=C1)OB(O)O (Phenyl boric acid). The reagents and catalysts are C=1C=CC(=CC1)[P](C=2C=CC=CC2)(C=3C=CC=CC3)[Pd]([P](C=4C=CC=CC4)(C=5C=CC=CC5)C=6C=CC=CC6)([P](C=7C=CC=CC7)(C=8C=CC=CC8)C=9C=CC=CC9)[P](C=1C=CC=CC1)(C=1C=CC=CC1)C=1C=CC=CC1 (Pd(PPh3)4). Solvent: CN(C)C=O.C1CCOC1.O (DMF THF H2O). Conditions: temperature 130 celsius. Product: NC1=CC(=NC(=C1C#N)C1=CC=CC=C1)NC(C)=O (N-(4-amino-5-cyano-6-phenylpyridin-2-yl)acetamide). The yield is 72.7%. RXN SMILES: [NH2:1][C:2]1[C:7]([C:8]#[N:9])=[C:6](Br)[N:5]=[C:4]([NH:11][C:12](=[O:14])[CH3:13])[CH:3]=1.C([O-])([O-])=O.[Na+].[Na+].[C:21]1(OB(O)O)[CH:26]=[CH:25][CH:24]=[CH:23][CH:22]=1>CN(C=O)C.C1COCC1.O.C1C=CC([P]([Pd]([P](C2C=CC=CC=2)(C2C=CC=CC=2)C2C=CC=CC=2)([P](C2C=CC=CC=2)(C2C=CC=CC=2)C2C=CC=CC=2)[P](C2C=CC=CC=2)(C2C=CC=CC=2)C2C=CC=CC=2)(C2C=CC=CC=2)C2C=CC=CC=2)=CC=1>[NH2:1][C:2]1[C:7]([C:8]#[N:9])=[C:6]([C:21]2[CH:26]=[CH:25][CH:24]=[CH:23][CH:22]=2)[N:5]=[C:4]([NH:11][C:12](=[O:14])[CH3:13])[CH:3]=1 |f:1.2.3,5.6.7,^1:45,47,66,85|. Procedure details: A mixture of bromide from Example 65A (45 mg, 0.18 mmol), Na2CO3 (38 mg, 0.35 mmol), and Pd(PPh3)4 (10 mg, 0.009 mmol) was stirred in DMF/THF/H2O (1:1:0.5) under nitrogen in a microwave reactor vial. Phenyl boric acid (26 mg, 0.21 mmol) was added. The resulting mixture was capped and heated at 130° C. for 20 min in a microwave reactor. The crude mixture was partitioned between EtOAc and water. The organic layer washed with water and brine, dried over Na2SO4, and evaporated under reduced pressure... Reactants: F[B-](F)(F)F, CCOC(=O)C(=CC=C(C(=S)OCC)N(C)C)c1ccccc1, CCOC(=O)C(=CC=[N+](C)C)N(C)C, CCOC(=O)CSCc1c(C)cc(C)cc1C, CCO. Product: CCOC(=O)C(=CC=C(C(=O)OCC)N(C)C)SCc1c(C)cc(C)cc1C. RXN SMILES: [B-:24]([F:25])([F:26])([F:27])[F:28].[CH3:1][N:2]([CH3:3])[C:4](=[CH:5][CH:6]=[C:7]([c:8]1[cH:9][cH:10][cH:11][cH:12][cH:13]1)[C:14]([O:15][CH2:16][CH3:17])=[O:18])[C:19]([O:20][CH2:21][CH3:22])=[S:23].[CH3:29][N:30]([C:31](=[CH:32][CH:33]=[N+:34]([CH3:35])[CH3:36])[C:37](=[O:38])[O:39][CH2:40][CH3:41])[CH3:42].[CH3:43][c:44]1[c:45]([CH2:46][S:47][CH2:48][C:49](=[O:50])[O:51][CH2:52][CH3:53])[c:54]([CH3:59])[cH:55][c:56]([CH3:58])[cH:57]1.[CH3:60][CH2:61][OH:62]>>[CH3:29][N:30]([C:31](=[CH:32][CH:33]=[C:48]([S:47][CH2:46][c:45]1[c:44]([CH3:43])[cH:57][c:56]([CH3:58])[cH:55][c:54]1[CH3:59])[C:49](=[O:50])[O:51][CH2:52][CH3:53])[C:37](=[O:38])[O:39][CH2:40][CH3:41])[CH3:42].